This data is from the Open Reaction Database (ORD), a public repository of structured organic reaction records. The task is: describe an organic reaction: reactants, conditions, products, and yield Starting materials: C([O-])([O-])=O.[K+].[K+] (Potassium carbonate), C(C1=CC=CC=C1)Br (benzyl bromide), OC1=C(C#N)C=CC(=C1)[N+](=O)[O-] (2-Hydroxy-4-nitro-benzonitrile). Solvent: CN(C)C=O (DMF). Conditions: time 8 hour. The product is C(C1=CC=CC=C1)OC1=C(C#N)C=CC=C1 (2-benzyloxybenzonitrile). Reaction SMILES: [OH:1][C:2]1[CH:9]=[C:8]([N+]([O-])=O)[CH:7]=[CH:6][C:3]=1[C:4]#[N:5].C(=O)([O-])[O-].[K+].[K+].[CH2:19](Br)[C:20]1[CH:25]=[CH:24][CH:23]=[CH:22][CH:21]=1>CN(C=O)C>[CH2:19]([O:1][C:2]1[CH:9]=[CH:8][CH:7]=[CH:6][C:3]=1[C:4]#[N:5])[C:20]1[CH:25]=[CH:24][CH:23]=[CH:22][CH:21]=1 |f:1.2.3|. Reported procedure: 2-Hydroxy-4-nitro-benzonitrile (11.2 g, 68 mmole) was dissolved in DMF (200 ml). Potassium carbonate (11 g. 80 mmole) and benzyl bromide (9 ml, 75 mmole) were added. The reaction was stirred at room temperature overnight. The DMF was removed in vacuo and the residue taken up in ethyl acetate and water. The organic layer was separated, washed with 1 N NaOH, then with water, and dried over sodium sulfate. The crude product (5 g) was dissolved in ethyl acetate (75 ml) and added to a flask containin... Procedure details: A suspension was prepared from 25 g of 5-methyl-2-acetylthiophene oxime (obtained by reacting the appropriate ketone with hydroxylamine hydrochloride by standard procedures) and 250 ml of ether and this was cooled to 10° C. in an ice bath. Phosphoryl chloride (80 ml) was then added to the stirred suspension over a period of 15 minutes. The mixture was then allowed to warm to room temperature over a period of 16 hours. Then, 21 g of dimethylformamide was added over 10 minutes and the mixture was ... Solvent: CCOCC (ether), CCOCC (ether), O (water). The product is CC1=CC=2C(=NC(=C(C2)C#N)Cl)S1 (2-methyl-6-chlorothieno[2,3-b]pyridine-5-carbonitrile). Starting materials: CC1=CC=C(S1)C(C)=NO (5-methyl-2-acetylthiophene oxime), Cl.NO (hydroxylamine hydrochloride), P(=O)(Cl)(Cl)Cl (Phosphoryl chloride), ketone, Cl.NO (hydroxylamine hydrochloride), CN(C=O)C (dimethylformamide). Reaction SMILES: [CH3:1][C:2]1[S:6][C:5]([C:7](=NO)[CH3:8])=[CH:4][CH:3]=1.[ClH:11].[NH2:12]O.P(Cl)(Cl)(Cl)=O.[CH3:19][N:20]([CH3:23])C=O>O.CCOCC>[CH3:1][C:2]1[S:6][C:19]2=[N:20][C:23]([Cl:11])=[C:7]([C:8]#[N:12])[CH:5]=[C:4]2[CH:3]=1 |f:1.2|. Run at temperature 10 celsius, time 3.5 hour. The reactants are CN1CCN(C(=O)Nc2cc(Cl)ccc2N2CCc3ccccc32)CC1, O=P(Cl)(Cl)Cl. The product is CN1CCN(C2=Nc3cc(Cl)ccc3N3CCc4cccc2c43)CC1. RXN SMILES: [Cl:1][c:2]1[cH:3][cH:4][c:5]([N:18]2[CH2:19][CH2:20][c:21]3[cH:22][cH:23][cH:24][cH:25][c:26]32)[c:6]([NH:8][C:9](=[O:10])[N:11]2[CH2:12][CH2:13][N:14]([CH3:17])[CH2:15][CH2:16]2)[cH:7]1.[P:27]([Cl:28])([Cl:29])([Cl:30])=[O:31]>>[Cl:1][c:2]1[cH:3][cH:4][c:5]2[c:6]([cH:7]1)[N:8]=[C:9]([N:11]1[CH2:12][CH2:13][N:14]([CH3:17])[CH2:15][CH2:16]1)[c:25]1[cH:24][cH:23][cH:22][c:21]3[c:26]1[N:18]2[CH2:19][CH2:20]3. Starting materials: CO, Cl, COC(=O)c1cccn(-c2ccc(F)cc2)c1=O, [Na+], [OH-]. The product is O=C(O)c1cccn(-c2ccc(F)cc2)c1=O. Reaction SMILES: [CH3:22][OH:23].[ClH:21].[F:1][c:2]1[cH:3][cH:4][c:5](-[n:8]2[c:9](=[O:18])[c:10]([C:14](=[O:15])[O:16][CH3:17])[cH:11][cH:12][cH:13]2)[cH:6][cH:7]1.[Na+:20].[OH-:19]>>[F:1][c:2]1[cH:3][cH:4][c:5](-[n:8]2[c:9](=[O:18])[c:10]([C:14](=[O:15])[OH:16])[cH:11][cH:12][cH:13]2)[cH:6][cH:7]1. Starting materials: N#CBr, COc1ccc(CN(CC(N)CO)c2cccc(F)c2)cc1. Yields the product COc1ccc(CN(CC2COC(N)=N2)c2cccc(F)c2)cc1. RXN SMILES: [N:23]#[C:24][Br:25].[NH2:1][CH:2]([CH2:3][OH:4])[CH2:5][N:6]([CH2:7][c:8]1[cH:9][cH:10][c:11]([O:14][CH3:15])[cH:12][cH:13]1)[c:16]1[cH:17][c:18]([F:22])[cH:19][cH:20][cH:21]1>>[N:1]1=[C:24]([NH2:23])[O:4][CH2:3][CH:2]1[CH2:5][N:6]([CH2:7][c:8]1[cH:9][cH:10][c:11]([O:14][CH3:15])[cH:12][cH:13]1)[c:16]1[cH:17][c:18]([F:22])[cH:19][cH:20][cH:21]1. Starting materials: NC1=C(C=C(OC=2C=C(C=CC2)NS(=O)(=O)C2=CC=CC=C2)C=C1)CNCCC (N-[3-(4-amino-3-propylaminomethyl-phenoxy)-phenyl]-benzenesulfonamide), N#CBr (cyanogen bromide). Solvent: C(C)O (ethanol). Yields the product NC1=NC2=CC=C(C=C2CN1CCC)OC=1C=C(C=CC1)NS(=O)(=O)C1=CC=CC=C1 (N-[3-(2-Amino-3-propyl-3,4-dihydro-quinazolin-6-yloxy)-phenyl]-benzenesulfonamide). Reaction SMILES: [NH2:1][C:2]1[CH:24]=[CH:23][C:5]([O:6][C:7]2[CH:8]=[C:9]([NH:13][S:14]([C:17]3[CH:22]=[CH:21][CH:20]=[CH:19][CH:18]=3)(=[O:16])=[O:15])[CH:10]=[CH:11][CH:12]=2)=[CH:4][C:3]=1[CH2:25][NH:26][CH2:27][CH2:28][CH3:29].[N:30]#[C:31]Br>C(O)C>[NH2:30][C:31]1[N:26]([CH2:27][CH2:28][CH3:29])[CH2:25][C:3]2[C:2](=[CH:24][CH:23]=[C:5]([O:6][C:7]3[CH:8]=[C:9]([NH:13][S:14]([C:17]4[CH:22]=[CH:21][CH:20]=[CH:19][CH:18]=4)(=[O:16])=[O:15])[CH:10]=[CH:11][CH:12]=3)[CH:4]=2)[N:1]=1. Reported procedure: A mixture of N-[3-(4-amino-3-propylaminomethyl-phenoxy)-phenyl]-benzenesulfonamide (0.0044 mol) in ethanol (50 mL) was stirred at room temperature and cyanogen bromide (0.0064 mol) was added, then the reaction mixture was stirred and refluxed for 4 hours. After cooling, the precipitate was filtered off and was stirred in boiling CH3CN with CH3OH. The resulting solids were filtered off, washed with diisopropyl ether and dried to yield the title compound as a solid. Starting materials: CCO, Cl, O, CN(C)c1ccc(C2N(c3ccccc3)CCN2c2ccccc2)c(O)c1. Product: CN(C)c1ccc(C=O)c(O)c1. RXN SMILES: [CH3:30][CH2:31][OH:32].[ClH:28].[OH2:29].[OH:1][c:2]1[c:3]([CH:11]2[N:12]([c:13]3[cH:14][cH:15][cH:16][cH:17][cH:18]3)[CH2:19][CH2:20][N:21]2[c:22]2[cH:23][cH:24][cH:25][cH:26][cH:27]2)[cH:4][cH:5][c:6]([N:8]([CH3:9])[CH3:10])[cH:7]1>>[OH:1][c:2]1[c:3]([CH:11]=[O:29])[cH:4][cH:5][c:6]([N:8]([CH3:9])[CH3:10])[cH:7]1. Starting materials: COC1=CC=C(C(=O)C=2OC3=CC=CC=C3C(C2)=NS(=O)(=O)C2=CC=CC=C2)C=C1 (2-(4-methoxybenzoyl)-4-benzenesulfonylimino-4H-chromene), [S-]CC.[Na+] (sodium thioethoxide). The solvent is CN(C=O)C (dimethylformamide), O (water), ClCCl (dichloromethane). Reaction conditions: time 48 hour. The product is OC1=CC=C(C(=O)C=2OC3=CC=CC=C3C(C2)=NS(=O)(=O)C2=CC=CC=C2)C=C1 (2-(4-hydroxybenzoyl)-4-benzenesulfonylimino-4H-chromene). As a reaction SMILES: C[O:2][C:3]1[CH:30]=[CH:29][C:6]([C:7]([C:9]2[O:10][C:11]3[C:16]([C:17](=[N:19][S:20]([C:23]4[CH:28]=[CH:27][CH:26]=[CH:25][CH:24]=4)(=[O:22])=[O:21])[CH:18]=2)=[CH:15][CH:14]=[CH:13][CH:12]=3)=[O:8])=[CH:5][CH:4]=1.[S-]CC.[Na+]>CN(C)C=O.O.ClCCl>[OH:2][C:3]1[CH:4]=[CH:5][C:6]([C:7]([C:9]2[O:10][C:11]3[C:16]([C:17](=[N:19][S:20]([C:23]4[CH:24]=[CH:25][CH:26]=[CH:27][CH:28]=4)(=[O:22])=[O:21])[CH:18]=2)=[CH:15][CH:14]=[CH:13][CH:12]=3)=[O:8])=[CH:29][CH:30]=1 |f:1.2|. Procedure: Combine 2-(4-methoxybenzoyl)-4-benzenesulfonylimino-4H-chromene (1 mmol) and sodium thioethoxide (2 mmol) in dimethylformamide (5 mL). Stir for 48 hours. Dilute the reaction mixture with water and dichloromethane. Separate the organic layer, dry over MgSO4, filter, and evaporate in vacuo. Chromatograph on silica gel to give the title compound. Starting materials: COC(COC1=C2CCCC2=C(C=C1)SCC1=CC=C(C=C1)OCC1=CC=C(C=C1)C(C)(C)C)=O ({7-[4-(4-tert-Butyl-benzyloxy)-benzylsulfanyl]-indan-4-yloxy}-acetic acid methyl ester), [K+].[Br-] (KBr). The product is C(C)(C)(C)C1=CC=C(COC2=CC=C(CSC=3C=CC(=C4CCCC34)OCC(=O)O)C=C2)C=C1 ({7-[4-(4-tert-Butyl-benzyloxy)-benzylsulfanyl]-indan-4-yloxy}-acetic acid). Reaction SMILES: C[O:2][C:3](=[O:35])[CH2:4][O:5][C:6]1[CH:14]=[CH:13][C:12]([S:15][CH2:16][C:17]2[CH:22]=[CH:21][C:20]([O:23][CH2:24][C:25]3[CH:30]=[CH:29][C:28]([C:31]([CH3:34])([CH3:33])[CH3:32])=[CH:27][CH:26]=3)=[CH:19][CH:18]=2)=[C:11]2[C:7]=1[CH2:8][CH2:9][CH2:10]2.[K+].[Br-]>>[C:31]([C:28]1[CH:27]=[CH:26][C:25]([CH2:24][O:23][C:20]2[CH:21]=[CH:22][C:17]([CH2:16][S:15][C:12]3[CH:13]=[CH:14][C:6]([O:5][CH2:4][C:3]([OH:35])=[O:2])=[C:7]4[C:11]=3[CH2:10][CH2:9][CH2:8]4)=[CH:18][CH:19]=2)=[CH:30][CH:29]=1)([CH3:34])([CH3:32])[CH3:33] |f:1.2|. Reported procedure: The title compound was prepared in the manner analogous to Example 1 using 67A. mp 152-153° C.; IR (KBr) cm−1: 3134, 3032, 1745, 1708, 1473, 1228; 400 MHz 1H NMR (DMSO-d6): δ 12.94 (br(s), 1H), 7.25-7.39 (m, 4H), 7.01-7.14 (m, 3H) 6.80-6.89 (m, 2H), 6.57 (d, 1H, J=8.5 Hz), 4.97 (s, 2H), 4.61 (s, 2H), 3.93 (s, 2H), 2.75 (t, 2H, J=7.5 Hz), 2.67 (t, 2H, J=7.5 Hz), 1.89 (pentet, 2H), 1.22 (s, 9H); MS m/z 475 (M−1). Anal. Calc'd for C29H32O4S: C, 73.08; H, 6.77. found: C, 72.97; H, 6.84. Starting materials: C(C)(C)(C)OC(=O)NC1=CC=C(C=N1)CC(C(=O)OC(C)(C)C)C(CCC1=CC(=CC=C1)C(=O)N(CCC1=CC=CC=C1)C)SCC1=CC=C(C=C1)OC (tert-butyl 2-({6-[(tert-butoxycarbonyl)amino]pyridin-3-yl}methyl)-3-[(4-methoxybenzyl)thio]-5-(3-{[methyl(2-phenylethyl)amino]carbonyl}phenyl)pentanoate). Solvent: C(C)[SiH](CC)CC (triethylsilane), FC(C(=O)O)(F)F (trifluoroacetic acid). Reaction conditions: temperature 60 celsius. The product is NC1=CC=C(C=N1)CC(C(=O)O)C(CCC1=CC(=CC=C1)C(=O)N(CCC1=CC=CC=C1)C)S (2-[(6-aminopyridin-3-yl)methyl]-3-mercapto-5-(3{[methyl(2-phenylethyl)amino]carbonyl}phenyl)pentanoic acid). Isolated yield 126.4%. As a reaction SMILES: C(OC([NH:8][C:9]1[N:14]=[CH:13][C:12]([CH2:15][CH:16]([CH:24]([S:45]CC2C=CC(OC)=CC=2)[CH2:25][CH2:26][C:27]2[CH:32]=[CH:31][CH:30]=[C:29]([C:33]([N:35]([CH3:44])[CH2:36][CH2:37][C:38]3[CH:43]=[CH:42][CH:41]=[CH:40][CH:39]=3)=[O:34])[CH:28]=2)[C:17]([O:19]C(C)(C)C)=[O:18])=[CH:11][CH:10]=1)=O)(C)(C)C>C([SiH](CC)CC)C.FC(F)(F)C(O)=O>[NH2:8][C:9]1[N:14]=[CH:13][C:12]([CH2:15][CH:16]([CH:24]([SH:45])[CH2:25][CH2:26][C:27]2[CH:32]=[CH:31][CH:30]=[C:29]([C:33]([N:35]([CH3:44])[CH2:36][CH2:37][C:38]3[CH:43]=[CH:42][CH:41]=[CH:40][CH:39]=3)=[O:34])[CH:28]=2)[C:17]([OH:19])=[O:18])=[CH:11][CH:10]=1. Procedure: tert-butyl 2-({6-[(tert-butoxycarbonyl)amino]pyridin-3-yl}methyl)-3-[(4-methoxybenzyl)thio]-5-(3-{[methyl(2-phenylethyl)amino]carbonyl}phenyl)pentanoate (80 mg, 0.106 mmol) was dissolved in triethylsilane (0.4 mL) and trifluoroacetic acid (3.0 mL). The solution was heated to 60° C. for 1 h and was then concentrated. Purification of the residue by reversed-phase HPLC (C-8 column, linear gradient 20%→100% of MeCN in 5% aqueous MeCN containing 0.15% trifluoroacetic acid) gave the title diastereomer...